Dataset: the Open Reaction Database (ORD), a public repository of structured organic reaction records. Task: describe an organic reaction: reactants, conditions, products, and yield Starting materials: CN1CCOCC1, O=C(O)c1cc2cc(F)ccc2[nH]1, CC1(C)Cc2ccc(C#N)cc2C1N, CN(C)C=O. Product: CC1(C)Cc2ccc(C#N)cc2C1NC(=O)c1cc2cc(F)ccc2[nH]1. As a reaction SMILES: [CH3:28][N:29]1[CH2:30][CH2:31][O:32][CH2:33][CH2:34]1.[F:1][c:2]1[cH:3][c:4]2[cH:5][c:6]([C:11](=[O:12])[OH:13])[nH:7][c:8]2[cH:9][cH:10]1.[NH2:14][CH:15]1[C:16]([CH3:26])([CH3:27])[CH2:17][c:18]2[cH:19][cH:20][c:21]([C:24]#[N:25])[cH:22][c:23]21.[O:35]=[CH:36][N:37]([CH3:38])[CH3:39]>>[F:1][c:2]1[cH:3][c:4]2[cH:5][c:6]([C:11](=[O:13])[NH:14][CH:15]3[C:16]([CH3:26])([CH3:27])[CH2:17][c:18]4[cH:19][cH:20][c:21]([C:24]#[N:25])[cH:22][c:23]43)[nH:7][c:8]2[cH:9][cH:10]1. The reactants are OC1=CC=NC2=CC=CC=C12 (4-hydroxyquinoline), ClC1=CC=C2C(CCNC2=C1)=O (7-chloro-1,2,3,4-tetrahydroquinolin-4-one). Product: ClC1=CC=NC2=CC=CC=C12 (4-chloroquinoline). Reaction SMILES: O[C:2]1[C:11]2[C:6](=[CH:7][CH:8]=[CH:9][CH:10]=2)[N:5]=[CH:4][CH:3]=1.[Cl:12]C1C=C2C(C(=O)CCN2)=CC=1>>[Cl:12][C:2]1[C:11]2[C:6](=[CH:7][CH:8]=[CH:9][CH:10]=2)[N:5]=[CH:4][CH:3]=1. Procedure details: a yield of 4-hydroxyquinoline of 15% relative to the 7-chloro-1,2,3,4-tetrahydroquinolin-4-one converted. The reactants are CC(C)(C)OC(=O)CBr, N#Cc1ccc(NCCC(F)(F)F)cc1C(F)(F)F. Product: CC(C)(C)OC(=O)CN(CCC(F)(F)F)c1ccc(C#N)c(C(F)(F)F)c1. RXN SMILES: [Br:20][CH2:21][C:22](=[O:23])[O:24][C:25]([CH3:26])([CH3:27])[CH3:28].[F:1][C:2]([c:3]1[c:4]([C:5]#[N:6])[cH:7][cH:8][c:9]([NH:11][CH2:12][CH2:13][C:14]([F:15])([F:16])[F:17])[cH:10]1)([F:18])[F:19]>>[F:1][C:2]([c:3]1[c:4]([C:5]#[N:6])[cH:7][cH:8][c:9]([N:11]([CH2:12][CH2:13][C:14]([F:15])([F:16])[F:17])[CH2:21][C:22](=[O:23])[O:24][C:25]([CH3:26])([CH3:27])[CH3:28])[cH:10]1)([F:18])[F:19]. The reactants are C#CCBr, C[N+](C)(C)Cc1ccccc1, CO, COCCc1nc2cnc3ccccc3c2n1CCO, ClC(Cl)Cl, [Cl-], ClCCl, [Na+], [OH-], O. Product: C#CCOCCn1c(CCOC)nc2cnc3ccccc3c21. RXN SMILES: [CH2:1]([C:2]#[CH:3])[Br:4].[CH2:34]([N+:35]([CH3:36])([CH3:37])[CH3:38])[c:39]1[cH:40][cH:41][cH:42][cH:43][cH:44]1.[CH3:27][OH:28].[CH3:7][O:8][CH2:9][CH2:10][c:11]1[n:12]([CH2:24][CH2:25][OH:26])[c:13]2[c:14]([cH:15][n:16][c:17]3[cH:18][cH:19][cH:20][cH:21][c:22]23)[n:23]1.[CH:29]([Cl:30])([Cl:31])[Cl:32].[Cl-:33].[Cl:45][CH2:46][Cl:47].[Na+:6].[OH-:5].[OH2:48]>>[CH:1]#[C:2][CH2:3][O:26][CH2:25][CH2:24][n:12]1[c:11]([CH2:10][CH2:9][O:8][CH3:7])[n:23][c:14]2[c:13]1[c:22]1[c:17]([n:16][cH:15]2)[cH:18][cH:19][cH:20][cH:21]1. The reactants are CS(=O)(=O)OC1CCN(CC1)C(=O)OC(C)(C)C (Tert-butyl 4-(methylsulfonyloxy)piperidine-1-carboxylate), ClC1=C(C=CC=C1)S (2-chlorobenzenethiol), C([O-])([O-])=O.[K+].[K+] (potassium carbonate). Solvent: C(C)#N (acetonitrile), [Cl-].[Na+].O (brine). Run at temperature 75 celsius, time 15 hour. The product is ClC1=C(C=CC=C1)SC1CCN(CC1)C(=O)OC(C)(C)C (Tert-butyl 4-(2-chlorophenylthio)piperidine-1-carboxylate). As a reaction SMILES: CS(O[CH:6]1[CH2:11][CH2:10][N:9]([C:12]([O:14][C:15]([CH3:18])([CH3:17])[CH3:16])=[O:13])[CH2:8][CH2:7]1)(=O)=O.[Cl:19][C:20]1[CH:25]=[CH:24][CH:23]=[CH:22][C:21]=1[SH:26].C(=O)([O-])[O-].[K+].[K+]>C(#N)C.[Cl-].[Na+].O>[Cl:19][C:20]1[CH:25]=[CH:24][CH:23]=[CH:22][C:21]=1[S:26][CH:6]1[CH2:7][CH2:8][N:9]([C:12]([O:14][C:15]([CH3:16])([CH3:17])[CH3:18])=[O:13])[CH2:10][CH2:11]1 |f:2.3.4,6.7.8|. Procedure details: Tert-butyl 4-(methylsulfonyloxy)piperidine-1-carboxylate (2.00 g, 7.16 mmol, prepared according to Blurton et al., WO 00/43362), 2-chlorobenzenethiol (0.898 ml, 7.88 mmol), and potassium carbonate (1.58 g, 11.5 mmol) were stirred together in acetonitrile (15 ml). The reaction was heated to 75° C. and was stirred at that temperature for 15 h. After cooling to room temperature, brine was added, and the mixture was extracted with EtOAc three times. Combined organic layers were dried over MgSO4, fil... Reactants: CC(=O)[O-], CC(=O)O, CCOC(=O)CC(=O)CCl, Nc1c(Cl)cc(C(F)(F)F)cc1Cl, O=N[O-], [Na+], [Na+], O, O=S(=O)(O)O. Yields the product CCOC(=O)C(N=Nc1c(Cl)cc(C(F)(F)F)cc1Cl)C(=O)CCl. As a reaction SMILES: [CH3:29][C:30](=[O:31])[O-:32].[CH3:38][C:39](=[O:40])[OH:41].[Cl:18][CH2:19][C:20]([CH2:21][C:22](=[O:23])[O:24][CH2:25][CH3:26])=[O:27].[Cl:5][c:6]1[c:7]([NH2:8])[c:9]([Cl:17])[cH:10][c:11]([C:13]([F:14])([F:15])[F:16])[cH:12]1.[N:1]([O-:2])=[O:3].[Na+:28].[Na+:4].[OH2:42].[S:33](=[O:34])(=[O:35])([OH:36])[OH:37]>>[N:1](=[N:8][c:7]1[c:6]([Cl:5])[cH:12][c:11]([C:13]([F:14])([F:15])[F:16])[cH:10][c:9]1[Cl:17])[CH:21]([C:20]([CH2:19][Cl:18])=[O:27])[C:22](=[O:23])[O:24][CH2:25][CH3:26]. Starting materials: CC(C)(C)OC(=O)NCc1cccc(Br)c1, OB(O)c1ccc(O)cc1. The product is CC(C)(C)OC(=O)NCc1cccc(-c2ccc(O)cc2)c1. Reaction SMILES: [Br:1][c:2]1[cH:3][c:4]([CH2:5][NH:6][C:7]([O:8][C:9]([CH3:10])([CH3:11])[CH3:12])=[O:13])[cH:14][cH:15][cH:16]1.[OH:17][c:18]1[cH:19][cH:20][c:21]([B:24]([OH:25])[OH:26])[cH:22][cH:23]1>>[c:2]1(-[c:21]2[cH:20][cH:19][c:18]([OH:17])[cH:23][cH:22]2)[cH:3][c:4]([CH2:5][NH:6][C:7]([O:8][C:9]([CH3:10])([CH3:11])[CH3:12])=[O:13])[cH:14][cH:15][cH:16]1. Starting materials: CC1(OCCO1)C1=CC=C(O1)CN1N=C(C=C1)N (1-[5-(2-methyl-[1,3]dioxolan-2-yl)-furan-2-ylmethyl]-1H-pyrazol-3-ylamine), ClC1=CC=C(C=C1)C1=C(N=C(O1)C)C(=O)O (5-(4-chloro-phenyl)-2-methyl-oxazole-4-carboxylic acid). Yields the product C(C)(=O)C1=CC=C(O1)CN1N=C(C=C1)NC(=O)C=1N=C(OC1C1=CC=C(C=C1)Cl)C (5-(4-Chloro-phenyl)-2-methyl-oxazole-4-carboxylic acid [1-(5-acetyl-furan-2-ylmethyl)-1H-pyrazol-3-yl]-amide). Reaction SMILES: [CH3:1][C:2]1([C:7]2[O:11][C:10]([CH2:12][N:13]3[CH:17]=[CH:16][C:15]([NH2:18])=[N:14]3)=[CH:9][CH:8]=2)[O:6]CCO1.[Cl:19][C:20]1[CH:25]=[CH:24][C:23]([C:26]2[O:30][C:29]([CH3:31])=[N:28][C:27]=2[C:32](O)=[O:33])=[CH:22][CH:21]=1>>[C:2]([C:7]1[O:11][C:10]([CH2:12][N:13]2[CH:17]=[CH:16][C:15]([NH:18][C:32]([C:27]3[N:28]=[C:29]([CH3:31])[O:30][C:26]=3[C:23]3[CH:24]=[CH:25][C:20]([Cl:19])=[CH:21][CH:22]=3)=[O:33])=[N:14]2)=[CH:9][CH:8]=1)(=[O:6])[CH3:1]. Procedure details: Following general procedure B followed by either C or D, starting from 1-[5-(2-methyl-[1,3]dioxolan-2-yl)-furan-2-ylmethyl]-1H-pyrazol-3-ylamine and 5-(4-chloro-phenyl)-2-methyl-oxazole-4-carboxylic acid. LC-MS-conditions 01: tR=1.01 min; [M+H]+=426.06. Reactants: C(C)OP(OCC)(=O)CC1=CC(=CC=C1)OC1=CC=C(C=C1)F ([3-(4-Fluoro-phenoxy)-benzyl]-phosphonic acid diethyl ester), C(C)(C)(C)OC(=O)N1CCC(CC1)=O (4-oxo-piperidine-1-carboxylic acid tert-butyl ester). Yields the product C(C)(C)(C)OC(=O)N1CCC(CC1)=CC1=CC(=CC=C1)OC1=CC=C(C=C1)F (4-[3-(4-Fluoro-phenoxy)-benzylidene]-piperidine-1-carboxylic acid tert-butyl ester). The yield is 78.2%. RXN SMILES: C(OP([CH2:9][C:10]1[CH:15]=[CH:14][CH:13]=[C:12]([O:16][C:17]2[CH:22]=[CH:21][C:20]([F:23])=[CH:19][CH:18]=2)[CH:11]=1)(=O)OCC)C.[C:24]([O:28][C:29]([N:31]1[CH2:36][CH2:35][C:34](=O)[CH2:33][CH2:32]1)=[O:30])([CH3:27])([CH3:26])[CH3:25]>>[C:24]([O:28][C:29]([N:31]1[CH2:36][CH2:35][C:34](=[CH:9][C:10]2[CH:15]=[CH:14][CH:13]=[C:12]([O:16][C:17]3[CH:18]=[CH:19][C:20]([F:23])=[CH:21][CH:22]=3)[CH:11]=2)[CH2:33][CH2:32]1)=[O:30])([CH3:27])([CH3:25])[CH3:26]. Reported procedure: Following the procedure in Example 1, Step 4, using [3-(4-fluoro-phenoxy)-benzyl]-phosphonic acid diethyl ester (1.2 g, 3.5 mmol) (Step 1) and 4-oxo-piperidine-1-carboxylic acid tert-butyl ester (707 mg, 3.55 mmol) yielded the title compound (1.05 g). Yield: 68.8%. The reactants are OCCCCCCCC=1C(CCC1)=O (2-(7-hydroxyheptyl)cyclopent-2-en-1-one), CC(C#N)(O)C (acetone cyanohydrin), C([O-])([O-])=O.[Na+].[Na+] (sodium carbonate). The product is OCCCCCCCC1C(CCC1=O)C#N (2-(7-hydroxyheptyl)-3-oxocyclopentanecarbonitrile). As a reaction SMILES: [OH:1][CH2:2][CH2:3][CH2:4][CH2:5][CH2:6][CH2:7][CH2:8][C:9]1[C:10](=[O:14])[CH2:11][CH2:12][CH:13]=1.CC(C)(O)[C:17]#[N:18].C(=O)([O-])[O-].[Na+].[Na+]>CO>[OH:1][CH2:2][CH2:3][CH2:4][CH2:5][CH2:6][CH2:7][CH2:8][CH:9]1[C:10](=[O:14])[CH2:11][CH2:12][CH:13]1[C:17]#[N:18] |f:2.3.4|. Reported procedure: A mixture of 2-(7-hydroxyheptyl)cyclopent-2-en-1-one (17 g.), acetone cyanohydrin (8.5 g.), 6% aqueous sodium carbonate (8 ml.) and methanol (50 ml.) was stirred and heated under reflux for 4 hours. Methanol was removed in vacuo, water (100 ml.) was added and the mixture was extracted with diethyl ether and the extract dried over magnesium sulphate. The solvent was removed by evaporation, and the residue was distilled under reduced pressure to give 2-(7-hydroxyheptyl)-3-oxocyclopentanecarbonitri... Solvent: CO (methanol).